Dataset: the Open Reaction Database (ORD), a public repository of structured organic reaction records. Task: describe an organic reaction: reactants, conditions, products, and yield The reactants are ClC1=CC=C(C=C1)C1=CC=C(OC(C(=O)O)(C(F)(F)F)C)C=C1 ((±)-2-[4-(4-chlorophenyl)phenoxy]-3,3,3-trifluoro-2-methylpropionic acid), S(=O)(Cl)Cl (thionyl chloride), CN(C=O)C (dimethylformamide). Solvent: C1=CC=CC=C1 (benzene). Yields the product ClC1=CC=C(C=C1)C1=CC=C(OC(C(=O)Cl)(C(F)(F)F)C)C=C1 ((±)-2-[4-(4-chlorophenyl)-phenoxy]-3,3,3-trifluoro-2-methylpropionyl chloride). Yield: 91.9%. As a reaction SMILES: [Cl:1][C:2]1[CH:7]=[CH:6][C:5]([C:8]2[CH:23]=[CH:22][C:11]([O:12][C:13]([CH3:21])([C:17]([F:20])([F:19])[F:18])[C:14](O)=[O:15])=[CH:10][CH:9]=2)=[CH:4][CH:3]=1.S(Cl)([Cl:26])=O.CN(C)C=O>C1C=CC=CC=1>[Cl:1][C:2]1[CH:7]=[CH:6][C:5]([C:8]2[CH:23]=[CH:22][C:11]([O:12][C:13]([CH3:21])([C:17]([F:20])([F:19])[F:18])[C:14]([Cl:26])=[O:15])=[CH:10][CH:9]=2)=[CH:4][CH:3]=1. Procedure details: A solution of (±)-2-[4-(4-chlorophenyl)phenoxy]-3,3,3-trifluoro-2-methylpropionic acid (414 mg.), thionyl chloride (1.0 g.) and dimethylformamide (0.05 g.) in benzene (10 ml.) is heated under reflux for 1 hour. The solvent is evaporated in vacuo, and light petroleum (10 ml., b.p. 60°-80° C.) is added, and the mixture is re-evaporated. A further 10 ml. of light petroleum are added, and the mixture re-evaporated. The residue is dissolved in light petroleum, and the solution is filtered and evapora... Reactants: O=C1CCC1, CCCCCC, [Li]CCCC, [Cl-], [NH4+], c1cscn1. Product: OC1(c2nccs2)CCC1. Reaction SMILES: [C:11]1(=[O:15])[CH2:12][CH2:13][CH2:14]1.[CH3:18][CH2:19][CH2:20][CH2:21][CH2:22][CH3:23].[CH3:1][CH2:2][CH2:3][CH2:4][Li:5].[Cl-:16].[NH4+:17].[cH:6]1[cH:7][s:8][cH:9][n:10]1>>[cH:6]1[cH:7][s:8][c:9]([C:11]2([OH:15])[CH2:12][CH2:13][CH2:14]2)[n:10]1. Reactants: C(#N)[S-].[K+] (KSCN), Cl (HCl), COC=1C=CC(=CC1)C=O (anisaldehyde), C(C)OC(CN)OCC (aminoacetaldehyde diethyl acetal). Reagents/catalysts: [Pd] (Pd on carbon). Solvent: O (H2O), C(C)O (ethanol), CO (CH3OH). Conditions: time 45 minute. Yields the product COC1=CC=C(CN2C(=NC=C2)S)C=C1 (1-(4-methoxybenzyl)-2-mercaptoimidazole). As a reaction SMILES: [CH3:1][O:2][C:3]1[CH:4]=[CH:5][C:6]([CH:9]=O)=[CH:7][CH:8]=1.C(O[CH:14](OCC)[CH2:15][NH2:16])C.[C:20]([S-:22])#[N:21].[K+].Cl>C(O)C.[Pd].O.CO>[CH3:1][O:2][C:3]1[CH:4]=[CH:5][C:6]([CH2:9][N:16]2[CH:15]=[CH:14][N:21]=[C:20]2[SH:22])=[CH:7][CH:8]=1 |f:2.3|. Procedure: A mixture of 13.6 g (0.1 mole) of anisaldehyde, 3.3 g (0.1 mole) of aminoacetaldehyde diethyl acetal and ml of CH3OH was heated at 95° for 10 minutes. A residue was dissolved in 150 ml of ethanol and hydrogenated over 10% Pd on carbon at 50 psi (0.34 MPa) until H2 uptake was complete. The catalyst was filtered and the filtrate was treated with 10.4 g (0.107 mole) of KSCN, 0 ml of 3N HCl and 40 ml of H2O. The mixture was refluxed, letting the solvent evaporate until the volume of the reaction mix... Starting materials: SC1=CC=C(C=C1)O (4-mercaptophenol), O (water), [OH-].[K+] (potassium hydroxide), BrCCCCCCCCCCCO (11-bromo-1-undecanol). Run in C(C)O (ethanol), C(C)O (ethanol). Product: OCCCCCCCCCCCSC1=CC=C(C=C1)O (4-(11-hydroxyundecylmercapto)phenol). As a reaction SMILES: [OH-].[K+].[SH:3][C:4]1[CH:9]=[CH:8][C:7]([OH:10])=[CH:6][CH:5]=1.Br[CH2:12][CH2:13][CH2:14][CH2:15][CH2:16][CH2:17][CH2:18][CH2:19][CH2:20][CH2:21][CH2:22][OH:23].O>C(O)C>[OH:23][CH2:22][CH2:21][CH2:20][CH2:19][CH2:18][CH2:17][CH2:16][CH2:15][CH2:14][CH2:13][CH2:12][S:3][C:4]1[CH:9]=[CH:8][C:7]([OH:10])=[CH:6][CH:5]=1 |f:0.1|. Reported procedure: 1.45 g of 85% potassium hydroxide was dissolved in 100 ml of ethanol at room temperature. 2.78 g of 4-mercaptophenol was then added to the above-prepared solution, and dissolved therein. To the above prepared reaction mixture, 5.0 g of 11-bromo-1-undecanol was added, and the reaction mixture was allowed to react for 3 hours under the condition that the ethanol was refluxed. The thus obtained reaction mixture was cooled to room temperature, and concentrated by use of a rotary evaporator. The conc... Reactants: stannous chloride, ClC1=C(C=CC=C1)C1=NC(C(N(C2=C1C=C(C=C2)[N+](=O)[O-])C)=O)C (rac-5-(o-chlorophenyl)-1,3-dihydro-1,3-dimethyl-7-nitro-2H-1,4-benzodiazepin-2-one), [OH-].[Na+] (sodium hydroxide). Run in Cl (hydrochloric acid). Yields the product NC=1C=CC2=C(C(=NC(C(N2C)=O)C)C2=C(C=CC=C2)Cl)C1 (rac-7-amino-5-(o-chlorophenyl)-1,3-dihydro-1,3-dimethyl-2H-1,4-benzodiazepin-2-one). Reaction SMILES: [Cl:1][C:2]1[CH:7]=[CH:6][CH:5]=[CH:4][C:3]=1[C:8]1[C:14]2[CH:15]=[C:16]([N+:19]([O-])=O)[CH:17]=[CH:18][C:13]=2[N:12]([CH3:22])[C:11](=[O:23])[CH:10]([CH3:24])[N:9]=1.[OH-].[Na+]>Cl>[NH2:19][C:16]1[CH:17]=[CH:18][C:13]2[N:12]([CH3:22])[C:11](=[O:23])[CH:10]([CH3:24])[N:9]=[C:8]([C:3]3[CH:4]=[CH:5][CH:6]=[CH:7][C:2]=3[Cl:1])[C:14]=2[CH:15]=1 |f:1.2|. Procedure: 108.9 g (0.316 mol) of rac-5-(o-chlorophenyl)-1,3-dihydro-1,3-dimethyl-7-nitro-2H-1,4-benzodiazepin-2-one are dissolved in 750 ml of concentrated hydrochloric acid. 215 g (0.95 mol) of stannous chloride are added portionwise to the solution while cooling with ice and stirring and the mixture is stirred at room temperature for 3 hours. The mixture is subsequently neutralised at 0° C. with 10 N sodium hydroxide and the aqueous phase is extracted with methylene chloride/ethanol (4:1). The organic p... The reactants are ice, FC(C(=O)OCC)(C(=O)OCC)[N+](=O)[O-] (diethyl fluoronitromalonate), C=O (formaldehyde), [OH-].[Na+] (sodium hydroxide). Solvent: O (water). Reaction conditions: temperature 2 celsius, time 100 minute. Yields the product FC(CO)(CO)[N+](=O)[O-] (2-fluoro-2-nitro-1,3-propanediol). Yield: 45.8%. RXN SMILES: [F:1][C:2]([N+:13]([O-:15])=[O:14])([C:8](OCC)=[O:9])[C:3](OCC)=[O:4].C=O.[OH-].[Na+]>O>[F:1][C:2]([N+:13]([O-:15])=[O:14])([CH2:8][OH:9])[CH2:3][OH:4] |f:2.3|. Procedure details: A suspension of 89.2 g (0.40 mole) of diethyl fluoronitromalonate in 80 ml (1.0 mole) of 37% aqueous formaldehyde was cooled in an ice-bath to 2° C. A solution of 66.0 g (1.60 mole) of sodium hydroxide in 400 ml of water was then added dropwise with vigorous stirring over 100 minutes, below 10° C. After the reaction mixture was stirred overnight in the ice-bath, it was filtered and the filtrate was extracted with ethyl acetate (3×1000 ml). The ethyl acetate solution was dried over sodium sulfate... Starting materials: CS(=O)(=O)Cl, OCCOCCc1ccc(F)cc1. The product is CS(=O)(=O)OCCOCCc1ccc(F)cc1. RXN SMILES: [CH3:14][S:15]([Cl:16])(=[O:17])=[O:18].[F:1][c:2]1[cH:3][cH:4][c:5]([CH2:8][CH2:9][O:10][CH2:11][CH2:12][OH:13])[cH:6][cH:7]1>>[F:1][c:2]1[cH:3][cH:4][c:5]([CH2:8][CH2:9][O:10][CH2:11][CH2:12][O:13][S:15]([CH3:14])(=[O:17])=[O:18])[cH:6][cH:7]1.